This data is from the Open Reaction Database (ORD), a public repository of structured organic reaction records. The task is: describe an organic reaction: reactants, conditions, products, and yield Starting materials: O=C=Nc1ccc2c(c1)OCO2, NCCc1ccc2c(c1)OCO2, c1ccccc1. Product: O=C(NCCc1ccc2c(c1)OCO2)Nc1ccc2c(c1)OCO2. As a reaction SMILES: [CH2:13]1[O:14][c:15]2[cH:16][c:17]([N:22]=[C:23]=[O:24])[cH:18][cH:19][c:20]2[O:21]1.[CH2:1]1[O:2][c:3]2[cH:4][c:5]([CH2:10][CH2:11][NH2:12])[cH:6][cH:7][c:8]2[O:9]1.[cH:25]1[cH:26][cH:27][cH:28][cH:29][cH:30]1>>[CH2:1]1[O:2][c:3]2[cH:4][c:5]([CH2:10][CH2:11][NH:12][C:23]([NH:22][c:17]3[cH:16][c:15]4[c:20]([cH:19][cH:18]3)[O:21][CH2:13][O:14]4)=[O:24])[cH:6][cH:7][c:8]2[O:9]1. Starting materials: CCC(CC)(CO)CCC#N, CS(C)=O, O=C(Cl)C(=O)Cl. Product: CCC(C=O)(CC)CCC#N. As a reaction SMILES: [CH2:1]([CH3:2])[C:3]([CH2:4][OH:5])([CH2:6][CH2:7][C:8]#[N:9])[CH2:10][CH3:11].[CH3:18][S:19]([CH3:20])=[O:21].[Cl:12][C:13]([C:14]([Cl:15])=[O:16])=[O:17]>>[CH2:1]([CH3:2])[C:3]([CH:4]=[O:5])([CH2:6][CH2:7][C:8]#[N:9])[CH2:10][CH3:11]. The reactants are C1(CC1)[C@H]1C[C@@H]2[C@@](NO[C@H]2COC)(CO1)C1=C(C=C(C=C1)F)F (rel-(3R,3aR,5R,7aS)-5-cyclopropyl-7a-(2,4-difluorophenyl)-3-(methoxymethyl)hexahydro-1H-pyrano[3,4-c][1,2]oxazole). Reagents/catalysts: [Zn] (Zinc). Solvent: C(C)(=O)O (acetic acid). Run at time 5 hour. The product is N[C@@]1([C@@H](C[C@@H](OC1)C1CC1)[C@H](COC)O)C1=C(C=C(C=C1)F)F (rel-(1R)-1-[(2R,4R,5S)-5-amino-2-cyclopropyl-5-(2,4-difluorophenyl)tetrahydro-2H-pyran-4-yl]-2-methoxyethanol). RXN SMILES: [CH:1]1([C@@H:4]2[O:15][CH2:14][C@:7]3([C:16]4[CH:21]=[CH:20][C:19]([F:22])=[CH:18][C:17]=4[F:23])[NH:8][O:9][C@@H:10]([CH2:11][O:12][CH3:13])[C@@H:6]3[CH2:5]2)[CH2:3][CH2:2]1>C(O)(=O)C.[Zn]>[NH2:8][C@@:7]1([C:16]2[CH:21]=[CH:20][C:19]([F:22])=[CH:18][C:17]=2[F:23])[CH2:14][O:15][C@@H:4]([CH:1]2[CH2:3][CH2:2]2)[CH2:5][C@H:6]1[C@@H:10]([OH:9])[CH2:11][O:12][CH3:13]. Procedure: Zinc powder (2.22 g, 34.0 mmol) was added to a solution of rel-(3R,3aR,5R,7aS)-5-cyclopropyl-7a-(2,4-difluorophenyl)-3-(methoxymethyl)hexahydro-1H-pyrano[3,4-c][1,2]oxazole (C39) (850 mg, 2.61 mmol) in acetic acid (9 mL), and the resulting mixture was allowed to cool to room temperature and stir for 5 hours. The mixture was filtered through Celite, and the filtrate was concentrated in vacuo to afford the product as an oil. Yield: 845 mg, 2.58 mmol, 99%. LCMS m/z 328.2 [M+H+]. As a reaction SMILES: [CH2:1]([N:5]([C:14](=[O:19])[CH2:15][N:16]([CH3:18])[CH3:17])[NH:6][C:7](=[O:13])[CH2:8][CH2:9][CH:10]([CH3:12])[CH3:11])[CH:2]([CH3:4])[CH3:3].[OH2:20].[C:21]1([CH3:31])[CH:26]=[CH:25][C:24]([S:27]([OH:30])(=[O:29])=[O:28])=[CH:23][CH:22]=1>CO>[C:21]1([CH3:31])[CH:22]=[CH:23][C:24]([S:27]([OH:30])(=[O:28])=[O:29])=[CH:25][CH:26]=1.[OH:20][NH:6][C:7]([C@H:8]([C@@H:8]([CH2:9][CH:10]([CH3:12])[CH3:11])[C:7]([NH:6][N:5]([CH2:1][CH:2]([CH3:4])[CH3:3])[C:14](=[O:19])[CH2:15][N:16]([CH3:17])[CH3:18])=[O:13])[CH2:9]/[CH:10]=[CH:31]/[C:21]1[CH:26]=[CH:25][CH:24]=[CH:23][CH:22]=1)=[O:13] |f:1.2,4.5|. Conditions: time 2 hour. The solvent is CO (methanol). Procedure: A solution of 0.590 g of (E)-2(R)-[1(S)-(tetrahydro-2(RS)-pyranyloxy)carbamoyl]-4-phenyl-3-butenyl]-2′-isobutyl-4-methyl-2′-[2-(dimethylamino)acetyl]valerohydrazide in 10 ml of methanol was treated with 0.210 g of p-toluenesulphonic acid monohydrate. The mixture was stirred for 2 hours at room temperature and evaporated. The residue was triturated with diethyl ether, filtered off and dried to give 0.478 g of (E)-2(R)-[1(S)-(hydroxy-carbamoyl)-4-phenyl-3-butenyl]-2′-isobutyl-4-methyl-2′-[2-(dimet... The reactants are C(C(C)C)N(NC(CCC(C)C)=O)C(CN(C)C)=O (2′-isobutyl-4-methyl-2′-[2-(dimethylamino)acetyl]valerohydrazide), O.C1(=CC=C(C=C1)S(=O)(=O)O)C (p-toluenesulphonic acid monohydrate). The product is C1(=CC=C(C=C1)S(=O)(=O)O)C.ONC(=O)[C@@H](C\C=C\C1=CC=CC=C1)[C@H](C(=O)NN(C(CN(C)C)=O)CC(C)C)CC(C)C ((E)-2(R)-[1(S)-(hydroxy-carbamoyl)-4-phenyl-3-butenyl]-2′-isobutyl-4-methyl-2′-[2-(dimethylamino)acetyl]valerohydrazide p-toluenesulphonate). The reactants are S(=O)(Cl)Cl (Thionyl chloride), BrC=1C=CC2=C(SC(=C2C)CO)C1 (6-bromo-2-hydroxymethyl-3-methylbenzo[b]thiophene). The reagents and catalysts are N1=CC=CC=C1 (pyridine). Solvent: C(Cl)(Cl)Cl (chloroform). Conditions: time 1 hour. Product: BrC=1C=CC2=C(SC(=C2C)CCl)C1 (6-bromo-2-chloromethyl-3-methylbenzo[b]thiophene). RXN SMILES: S(Cl)([Cl:3])=O.[Br:5][C:6]1[CH:7]=[CH:8][C:9]2[C:13]([CH3:14])=[C:12]([CH2:15]O)[S:11][C:10]=2[CH:17]=1>N1C=CC=CC=1.C(Cl)(Cl)Cl>[Br:5][C:6]1[CH:7]=[CH:8][C:9]2[C:13]([CH3:14])=[C:12]([CH2:15][Cl:3])[S:11][C:10]=2[CH:17]=1. Procedure details: Thionyl chloride (2.0 ml) was added dropwise to a stirred solution of 6-bromo-2-hydroxymethyl-3-methylbenzo[b]thiophene (3.60 g) and pyridine (3 drops) in chloroform (80 ml). The solution was stirred at room temperature for 1 hour, then washed with water, sodium bicarbonate solution and dried (Na2SO4). Evaporation of the solvent gave a quantitative yield of 6-bromo-2-chloromethyl-3-methylbenzo[b]thiophene. A sample crystallised from petrol (b.p. 40°-60°) had m.p. 92°-93°. Starting materials: O=C1CCC(=O)N1Br, CC(C)(C)O, C=Cc1ccc(CC)cn1, [K+], [K+], O=C([O-])[O-], O=Cc1ccc(O)cc1. The product is CCc1ccc(C(O)COc2ccc(C=O)cc2)nc1. As a reaction SMILES: [Br:11][N:12]1[C:13](=[O:15])[CH2:16][CH2:17][C:18]1=[O:14].[C:34]([OH:35])([CH3:36])([CH3:37])[CH3:38].[CH2:1]([CH3:2])[c:3]1[cH:4][cH:5][c:6]([CH:9]=[CH2:10])[n:7][cH:8]1.[K+:19].[K+:20].[O-:21][C:22]([O-:23])=[O:24].[OH:25][c:26]1[cH:27][cH:28][c:29]([CH:30]=[O:31])[cH:32][cH:33]1>>[CH2:1]([CH3:2])[c:3]1[cH:4][cH:5][c:6]([CH:9]([CH2:10][O:25][c:26]2[cH:27][cH:28][c:29]([CH:30]=[O:31])[cH:32][cH:33]2)[OH:14])[n:7][cH:8]1. Reactants: C(C)(=O)[O-].[Na+] (sodium acetate), C([O-])(O)=O.[Na+] (sodium bicarbonate), C1(C2=C(C(=O)O1)CCCC2)=O (3,4,5,6-tetrahydrophthalic anhydride), Cl.NC(CC(=O)OC)C1=CC(=C(C=C1)OC)OC (methyl 3-amino-3-(3,4-dimethoxyphenyl)propionate hydrochloride). Run in C(C)(=O)O (acetic acid), O (water). The product is C1(C2=C(C(N1C(CC(=O)OC)C1=CC(=C(C=C1)OC)OC)=O)CCCC2)=O (Methyl 3-(3,4,5,6-tetrahydrophthalimido)-3-(3,4-dimethoxyphenyl)propionate). The yield is 23.6%. As a reaction SMILES: [C:1]1(=[O:11])[O:6][C:4](=O)[C:3]2[CH2:7][CH2:8][CH2:9][CH2:10][C:2]1=2.Cl.[NH2:13][CH:14]([C:20]1[CH:25]=[CH:24][C:23]([O:26][CH3:27])=[C:22]([O:28][CH3:29])[CH:21]=1)[CH2:15][C:16]([O:18][CH3:19])=[O:17].C([O-])(=O)C.[Na+].C(=O)(O)[O-].[Na+]>C(O)(=O)C.O>[C:4]1(=[O:6])[N:13]([CH:14]([C:20]2[CH:25]=[CH:24][C:23]([O:26][CH3:27])=[C:22]([O:28][CH3:29])[CH:21]=2)[CH2:15][C:16]([O:18][CH3:19])=[O:17])[C:1](=[O:11])[C:2]2[CH2:10][CH2:9][CH2:8][CH2:7][C:3]1=2 |f:1.2,3.4,5.6|. Procedure details: To a stirred suspension of 3,4,5,6-tetrahydrophthalic anhydride (0.38 grams, 2.5 mmol) and methyl 3-amino-3-(3,4-dimethoxyphenyl)propionate hydrochloride (0.69 grams, 2.5 mmol) in acetic acid (10 mL) was added sodium acetate (0.21 grams, 2.5 mmol). The suspension was refluxed under nitrogen overnight. The acetic acid was removed in vacuo to afford an orange oil which was taken up in water (5 mL) and the pH was adjusted to 7 using a saturated solution of sodium bicarbonate. The resulting mixture ... Reactants: ClC=1C=C(NC2=NC=NC3=CC(=C(C=C23)O)OC)C=CC1F (4-(3'-chloro-4'-fluoroanilino)-6-hydroxy-7-methoxyquinazoline), CC1(COC1)COS(=O)(=O)C1=CC=C(C=C1)C (3-methyl-3-(4-toluenesulphonyloxymethyl)-oxetane). Reaction conditions: time 72 hour. Yields the product ClC=1C=C(NC2=NC=NC3=CC(=C(C=C23)OCC2(COC2)C)OC)C=CC1F (4-(3'-chloro-4'-fluoroanilino)-7-methoxy-6-(3-methyloxetan-3-ylmethoxy)quinazoline). Yield: 24.0%. As a reaction SMILES: [Cl:1][C:2]1[CH:3]=[C:4]([CH:19]=[CH:20][C:21]=1[F:22])[NH:5][C:6]1[C:15]2[C:10](=[CH:11][C:12]([O:17][CH3:18])=[C:13]([OH:16])[CH:14]=2)[N:9]=[CH:8][N:7]=1.[CH3:23][C:24]1([CH2:28]OS(C2C=CC(C)=CC=2)(=O)=O)[CH2:27][O:26][CH2:25]1>>[Cl:1][C:2]1[CH:3]=[C:4]([CH:19]=[CH:20][C:21]=1[F:22])[NH:5][C:6]1[C:15]2[C:10](=[CH:11][C:12]([O:17][CH3:18])=[C:13]([O:16][CH2:23][C:24]3([CH3:28])[CH2:27][O:26][CH2:25]3)[CH:14]=2)[N:9]=[CH:8][N:7]=1. Reported procedure: Using an analogous procedure to that described in Example 5 except that the reaction mixture was stirred at ambient temperature for 72 hours, 4-(3'-chloro-4'-fluoroanilino)-6-hydroxy-7-methoxyquinazoline was reacted with 3-methyl-3-(4-toluenesulphonyloxymethyl)-oxetane (Chem. Pharm. Bull., 1985, 33, 1707) to give 4-(3'-chloro-4'-fluoroanilino)-7-methoxy-6-(3-methyloxetan-3-ylmethoxy)quinazoline in 24% yield, m.p. 226°-227° C. (recrystallised from ethanol); NMR Spectrum: 1.43 (s, 3H), 3.93 (s, 3H... Reactants: CC(C)c1ccncn1, CC(C)[N-]C(C)C, O=C(Cn1cncn1)c1ccc(F)cc1F, [Li+], C1CCOC1. Product: CC(C)(c1ccncn1)C(O)(Cn1cncn1)c1ccc(F)cc1F. Reaction SMILES: [CH3:1][CH:2]([CH3:3])[c:4]1[n:5][cH:6][n:7][cH:8][cH:9]1.[CH:10]([N-:11][CH:12]([CH3:13])[CH3:14])([CH3:15])[CH3:16].[F:18][c:19]1[c:20]([C:26]([CH2:27][n:28]2[n:29][cH:30][n:31][cH:32]2)=[O:33])[cH:21][cH:22][c:23]([F:25])[cH:24]1.[Li+:17].[O:34]1[CH2:35][CH2:36][CH2:37][CH2:38]1>>[CH3:1][C:2]([CH3:3])([c:4]1[n:5][cH:6][n:7][cH:8][cH:9]1)[C:26]([c:20]1[c:19]([F:18])[cH:24][c:23]([F:25])[cH:22][cH:21]1)([CH2:27][n:28]1[n:29][cH:30][n:31][cH:32]1)[OH:33]. Starting materials: BrC1=CC(=NC=C1)CO ((4-bromopyridin-2-yl)methanol). The reagents and catalysts are [O-2].[Mn+4].[O-2] (Manganese(IV) oxide). Run in C(Cl)(Cl)Cl (chloroform). Yields the product BrC1=CC(=NC=C1)C=O (4-Bromopicolinaldehyde). RXN SMILES: [Br:1][C:2]1[CH:7]=[CH:6][N:5]=[C:4]([CH2:8][OH:9])[CH:3]=1>C(Cl)(Cl)Cl.[O-2].[Mn+4].[O-2]>[Br:1][C:2]1[CH:7]=[CH:6][N:5]=[C:4]([CH:8]=[O:9])[CH:3]=1 |f:2.3.4|. Procedure: Manganese(IV) oxide (22.19 g, 255.29 mmol) was added to a solution of (4-bromopyridin-2-yl)methanol (4.00 g, 21.27 mmol) in chloroform (80 mL) and the reaction mixture was stirred under reflux for 45 min. After the mixture had cooled to room temperature the solids were removed by filtration through a pad of Celite®. The solvent was removed in vacuo and the residue (3.96 g, quant.) was used without further purification in the next step.